Dataset: the Open Reaction Database (ORD), a public repository of structured organic reaction records. Task: describe an organic reaction: reactants, conditions, products, and yield Starting materials: C[Si](Br)(C)C (trimethylbromosilane), C(C)OC(C(\C=C(\CP(=O)(OC)OC)/C)NC=O)=O (E-2-formylamino-4-methyl-5-dimethylphosphono-3-pentenoic acid ethyl ester), C(C)O (ethanol). Solvent: ClCCl (dichloromethane). Reaction conditions: time 20 hour. The product is C(C)OC(C(\C=C(\CP(=O)(O)O)/C)N)=O (E-2-amino-4-methyl-5-phosphono-3-pentenoic acid ethyl ester). As a reaction SMILES: [CH2:1]([O:3][C:4](=[O:19])[CH:5]([NH:16]C=O)/[CH:6]=[C:7](\[CH3:15])/[CH2:8][P:9]([O:13]C)([O:11]C)=[O:10])[CH3:2].C[Si](C)(C)Br.C(O)C>ClCCl>[CH2:1]([O:3][C:4](=[O:19])[CH:5]([NH2:16])/[CH:6]=[C:7](\[CH3:15])/[CH2:8][P:9]([OH:11])([OH:13])=[O:10])[CH3:2]. Procedure: 16.9 g of E-2-formylamino-4-methyl-5-dimethylphosphono-3-pentenoic acid ethyl ester are dissolved in 80 ml of dichloromethane under a nitrogen atmosphere, and 30 ml of trimethylbromosilane are added dropwise at approximately 25° within a period of 30 minutes. The mixture is stirred at room temperature for 20 hours, and then 80 ml of ethanol are added dropwise at approximately 25° within a period of 30 minutes. The mixture is then again stirred at room temperature for 22 hours and is then concent... Starting materials: NC=1C=CC=C2CCN(C(C12)=O)C1=CC=C(C=C1)C(C)(C)C (8-amino-2-(4-tert-butyl-phenyl)-3,4-dihydro-2H-isoquinolin-1-one), N1=CC=C(C=C1)C=O (4-pyridinecarboxaldehyde), [BH-](OC(=O)C)(OC(=O)C)OC(=O)C.[Na+] (NaBH(OAc)3). The solvent is C(Cl)Cl (CH2Cl2). Run at time 18 hour. The product is C(C)(C)(C)C1=CC=C(C=C1)N1C(C2=C(C=CC=C2CC1)NCC1=CC=NC=C1)=O (2-(4-tert-butyl-phenyl)-8-[(pyridin-4-ylmethyl)-amino]-3,4-dihydro-2H-isoquinolin-1-one). Reaction SMILES: [NH2:1][C:2]1[CH:3]=[CH:4][CH:5]=[C:6]2[C:11]=1[C:10](=[O:12])[N:9]([C:13]1[CH:18]=[CH:17][C:16]([C:19]([CH3:22])([CH3:21])[CH3:20])=[CH:15][CH:14]=1)[CH2:8][CH2:7]2.[N:23]1[CH:28]=[CH:27][C:26]([CH:29]=O)=[CH:25][CH:24]=1.[BH-](OC(C)=O)(OC(C)=O)OC(C)=O.[Na+]>C(Cl)Cl>[C:19]([C:16]1[CH:17]=[CH:18][C:13]([N:9]2[CH2:8][CH2:7][C:6]3[C:11](=[C:2]([NH:1][CH2:29][C:26]4[CH:27]=[CH:28][N:23]=[CH:24][CH:25]=4)[CH:3]=[CH:4][CH:5]=3)[C:10]2=[O:12])=[CH:14][CH:15]=1)([CH3:22])([CH3:21])[CH3:20] |f:2.3|. Reported procedure: To a solution of the amine (Step E) and CH2Cl2 (5 mL) was added 4-pyridinecarboxaldehyde and NaBH(OAc)3. The reaction was stirred at RT for 18 h. Purification by silica flash chromatography (25-75% EtOAc:hexane) gave the desired product as a light-yellow oil. MS m/e 386 (M+H)+. Calc'd for C25H27N3O-385.50. Starting materials: CSC1=NC=C2C(=N1)N=C(NC2=O)C2=C(C=CC=C2)OCCC (7-methylthio-4-oxo-2-(2-propoxyphenyl)-3,4-dihydropyrimido[4,5-d]pyrimidine), O.NN (hydrazine hydrate). Solvent: C(C)O (ethanol). Yields the product N(N)C1=NC=C2C(=N1)N=C(NC2=O)C2=C(C=CC=C2)OCCC (7-Hydrazino-4-oxo-2-(2-propoxyphenyl) 3,4-dihydropyrimido[4,5-d]pyrimidine). RXN SMILES: CS[C:3]1[N:8]=[C:7]2[N:9]=[C:10]([C:14]3[CH:19]=[CH:18][CH:17]=[CH:16][C:15]=3[O:20][CH2:21][CH2:22][CH3:23])[NH:11][C:12](=[O:13])[C:6]2=[CH:5][N:4]=1.O.[NH2:25][NH2:26]>C(O)C>[NH:25]([C:3]1[N:8]=[C:7]2[N:9]=[C:10]([C:14]3[CH:19]=[CH:18][CH:17]=[CH:16][C:15]=3[O:20][CH2:21][CH2:22][CH3:23])[NH:11][C:12](=[O:13])[C:6]2=[CH:5][N:4]=1)[NH2:26] |f:1.2|. Reported procedure: A stirred mixture of 7-methylthio-4-oxo-2-(2-propoxyphenyl)-3,4-dihydropyrimido[4,5-d]pyrimidine (1.31 g) and hydrazine hydrate (3 ml) in ethanol (30 ml) was heated under reflux for 3 hours to yield a yellow precipitate. The reaction mixture was cooled overnight and the yellow precipitate was collected and washed with ethanol and water to yield the title compound, 0.80 g, m.p. 219°-220° C. The reactants are C(C)OC(=O)N1CCN(CC1)C([C@H](CC(N)=O)NC(=O)C1=NC(=NC(=C1)OC1CCCC1)C1=CC=CC=C1)=O (4-{(S)-3-carbamoyl-2-[(6-cyclopentyloxy-2-phenyl-pyrimidine-4-carbonyl)-amino]-propionyl}-piperazine-1-carboxylic acid ethyl ester), CC[N+](CC)(CC)S(=O)(=O)N=C([O-])OC (Burgess reagent). The solvent is C(Cl)Cl (DCM). Run at time 1 hour. Product: C(C)OC(=O)N1CCN(CC1)C([C@H](CC#N)NC(=O)C1=NC(=NC(=C1)OC1CCCC1)C1=CC=CC=C1)=O (4-{(S)-3-cyano-2-[(6-cyclopentyloxy-2-phenyl-pyrimidine-4-carbonyl)-amino]-propionyl}-piperazine-1-carboxylic acid ethyl ester). As a reaction SMILES: [CH2:1]([O:3][C:4]([N:6]1[CH2:11][CH2:10][N:9]([C:12](=[O:39])[C@@H:13]([NH:18][C:19]([C:21]2[CH:26]=[C:25]([O:27][CH:28]3[CH2:32][CH2:31][CH2:30][CH2:29]3)[N:24]=[C:23]([C:33]3[CH:38]=[CH:37][CH:36]=[CH:35][CH:34]=3)[N:22]=2)=[O:20])[CH2:14][C:15](=O)[NH2:16])[CH2:8][CH2:7]1)=[O:5])[CH3:2].CC[N+](S(N=C(OC)[O-])(=O)=O)(CC)CC>C(Cl)Cl>[CH2:1]([O:3][C:4]([N:6]1[CH2:7][CH2:8][N:9]([C:12](=[O:39])[C@@H:13]([NH:18][C:19]([C:21]2[CH:26]=[C:25]([O:27][CH:28]3[CH2:29][CH2:30][CH2:31][CH2:32]3)[N:24]=[C:23]([C:33]3[CH:38]=[CH:37][CH:36]=[CH:35][CH:34]=3)[N:22]=2)=[O:20])[CH2:14][C:15]#[N:16])[CH2:10][CH2:11]1)=[O:5])[CH3:2]. Reported procedure: 4-{(S)-3-carbamoyl-2-[(6-cyclopentyloxy-2-phenyl-pyrimidine-4-carbonyl)-amino]-propionyl}-piperazine-1-carboxylic acid ethyl ester (67 mg) was dissolved in DCM (2 ml) under argon and Burgess reagent (103 mg) was added portionwise. After 1 h stirring at RT, the solvent was removed and the crude was purified by preparative TLC (EA/Hept 1/1) to offer 35 mg of the desired compound. The reactants are CC(C)(C)[O-], COc1ccc(COc2ccc(C3=NCC(=O)N(C)c4ccc(Cl)cc43)cc2)cc1, FC(F)(F)c1ccc(CBr)cc1, [K+], C1CCOC1. RXN SMILES: [CH3:31][C:32]([CH3:33])([O-:34])[CH3:35].[Cl:1][c:2]1[cH:3][c:4]2[c:5]([cH:29][cH:30]1)[N:6]([CH3:28])[C:7](=[O:27])[CH2:8][N:9]=[C:10]2[c:11]1[cH:12][cH:13][c:14]([O:17][CH2:18][c:19]2[cH:20][cH:21][c:22]([O:25][CH3:26])[cH:23][cH:24]2)[cH:15][cH:16]1.[F:37][C:38]([c:39]1[cH:40][cH:41][c:42]([CH2:43][Br:44])[cH:45][cH:46]1)([F:47])[F:48].[K+:36].[O:49]1[CH2:50][CH2:51][CH2:52][CH2:53]1>>[Cl:1][c:2]1[cH:3][c:4]2[c:5]([cH:29][cH:30]1)[N:6]([CH3:28])[C:7](=[O:27])[CH:8]([CH2:43][c:42]1[cH:41][cH:40][c:39]([C:38]([F:37])([F:47])[F:48])[cH:46][cH:45]1)[N:9]=[C:10]2[c:11]1[cH:12][cH:13][c:14]([O:17][CH2:18][c:19]2[cH:20][cH:21][c:22]([O:25][CH3:26])[cH:23][cH:24]2)[cH:15][cH:16]1. Yields the product COc1ccc(COc2ccc(C3=NC(Cc4ccc(C(F)(F)F)cc4)C(=O)N(C)c4ccc(Cl)cc43)cc2)cc1. Starting materials: BrCCOc1ccc(Br)c2ccccc12, CCOC(=O)c1ccc(N)cc1, CN(C)P(=O)(N(C)C)N(C)C, O. Yields the product CCOC(=O)c1ccc(NCCOc2ccc(Br)c3ccccc23)cc1. As a reaction SMILES: [Br:1][c:2]1[cH:3][cH:4][c:5]([O:12][CH2:13][CH2:14][Br:15])[c:6]2[cH:7][cH:8][cH:9][cH:10][c:11]12.[CH3:16][CH2:17][O:18][C:19](=[O:20])[c:21]1[cH:22][cH:23][c:24]([NH2:25])[cH:26][cH:27]1.[CH3:28][N:29]([P:30]([N:31]([CH3:32])[CH3:33])([N:34]([CH3:35])[CH3:36])=[O:37])[CH3:38].[OH2:39]>>[Br:1][c:2]1[cH:3][cH:4][c:5]([O:12][CH2:13][CH2:14][NH:25][c:24]2[cH:23][cH:22][c:21]([C:19]([O:18][CH2:17][CH3:16])=[O:20])[cH:27][cH:26]2)[c:6]2[cH:7][cH:8][cH:9][cH:10][c:11]12. The reactants are C1CCOC1, Cc1cc(C)c2c(C(=O)O)c3c(C)cc(C)cc3nc2c1, CN(C)c1ccncc1, Oc1ccccc1. Product: Cc1cc(C)c2c(C(=O)Oc3ccccc3)c3c(C)cc(C)cc3nc2c1. As a reaction SMILES: [CH2:29]1[O:30][CH2:31][CH2:32][CH2:33]1.[CH3:1][c:2]1[cH:3][c:4]([CH3:21])[cH:5][c:6]2[n:7][c:8]3[cH:9][c:10]([CH3:20])[cH:11][c:12]([CH3:19])[c:13]3[c:14]([C:16](=[O:17])[OH:18])[c:15]12.[CH3:34][N:35]([CH3:36])[c:37]1[cH:38][cH:39][n:40][cH:41][cH:42]1.[OH:22][c:23]1[cH:24][cH:25][cH:26][cH:27][cH:28]1>>[CH3:1][c:2]1[cH:3][c:4]([CH3:21])[cH:5][c:6]2[n:7][c:8]3[cH:9][c:10]([CH3:20])[cH:11][c:12]([CH3:19])[c:13]3[c:14]([C:16]([O:17][c:23]3[cH:24][cH:25][cH:26][cH:27][cH:28]3)=[O:18])[c:15]12.